From a dataset of the Open Reaction Database (ORD), a public repository of structured organic reaction records. describe an organic reaction: reactants, conditions, products, and yield Reactants: CC1=CC=C(C(=O)C2=C(C3=C(S2)C=CC=C3)O)C=C1 (2-(4-methylbenzoyl)-benzo[b]thiophen-3-ol), P(Cl)(Cl)(Cl)(Cl)Cl (phosphorus(V) chloride), N (ammonia). Yields the product N\C(=C\1/C(C2=C(S1)C=CC=C2)=O)\C2=CC=C(C=C2)C ((E)-2-[(Amino)-(4-methylphenyl)methylene]-benzo[b]thiophen-3(2H)-one). Yield: 62.0%. RXN SMILES: [CH3:1][C:2]1[CH:19]=[CH:18][C:5]([C:6]([C:8]2[S:12][C:11]3[CH:13]=[CH:14][CH:15]=[CH:16][C:10]=3[C:9]=2[OH:17])=O)=[CH:4][CH:3]=1.P(Cl)(Cl)(Cl)(Cl)Cl.[NH3:26]>>[NH2:26]/[C:6](/[C:5]1[CH:18]=[CH:19][C:2]([CH3:1])=[CH:3][CH:4]=1)=[C:8]1\[C:9](=[O:17])[C:10]2[CH:16]=[CH:15][CH:14]=[CH:13][C:11]=2[S:12]\1. Procedure: Prepared as in Example 1 from 2-(4-methylbenzoyl)-benzo[b]thiophen-3-ol, phosphorus(V) chloride and concentrated ammonia with a yield of 62% theory. Starting materials: BrC1=NC=CC=C1 (2-Bromopyridine), C(C)(C)[N-]C(C)C.[Li+] (Lithium diisopropylamide), CC(=O)C (acetone). Run in O1CCCC1 (tetrahydrofuran). Conditions: temperature -78 celsius, time 3 hour. The product is BrC1=NC=CC=C1C(C)(C)O (2-(2-Bromo-3-pyridyl)propan-2-ol). Isolated yield 26.0%. As a reaction SMILES: C([N-]C(C)C)(C)C.[Li+].[Br:9][C:10]1[CH:15]=[CH:14][CH:13]=[CH:12][N:11]=1.[CH3:16][C:17]([CH3:19])=[O:18]>O1CCCC1>[Br:9][C:10]1[C:15]([C:17]([OH:18])([CH3:19])[CH3:16])=[CH:14][CH:13]=[CH:12][N:11]=1 |f:0.1|. Procedure details: Lithium diisopropylamide (2M, 12.5 mL, 25 mmol) is dissolved in tetrahydrofuran (40 mL) and cooled to −78° C. 2-Bromopyridine (3.9 g, 25 mmol) is added dropwise and the reaction is stirred for 3 hr. before adding acetone (1 mL, dried over freshly activated molecular sieves) and allowing warming to room temperature. The reaction is quenched with saturated ammonium chloride and extracted with ethyl acetate. The organic layer is dried over magnesium sulfate and evaporated. The residue is purified b... The reactants are CCOC(=O)C(OCC)C(O)c1ccc(OCc2ccccc2)cc1C, [Na+], O=C([O-])O, O=S(=O)(O)O. Product: CCOC(=O)C(=Cc1ccc(OCc2ccccc2)cc1C)OCC. RXN SMILES: [CH2:1]([CH3:2])[O:3][C:4]([CH:5]([CH:6]([OH:7])[c:8]1[c:9]([CH3:22])[cH:10][c:11]([O:14][CH2:15][c:16]2[cH:17][cH:18][cH:19][cH:20][cH:21]2)[cH:12][cH:13]1)[O:23][CH2:24][CH3:25])=[O:26].[Na+:36].[O-:32][C:33]([OH:34])=[O:35].[S:27](=[O:28])(=[O:29])([OH:30])[OH:31]>>[CH2:1]([CH3:2])[O:3][C:4]([C:5](=[CH:6][c:8]1[c:9]([CH3:22])[cH:10][c:11]([O:14][CH2:15][c:16]2[cH:17][cH:18][cH:19][cH:20][cH:21]2)[cH:12][cH:13]1)[O:23][CH2:24][CH3:25])=[O:26]. The reactants are [H-].[Na+] (sodium hydride), OC1CNS(C2=C1C=CS2)(=O)=O (3,4-dihydro-4-hydroxy-2H-thieno[3,2-e]-1,2-thiazine 1,1-dioxide), N1=CC=C(C=C1)CCl (4-picolyl chloride). Solvent: CN(C)C=O (DMF), CN(C)C=O (DMF). Reaction conditions: temperature -10 celsius, time 40 minute. The product is OC1CN(S(C2=C1C=CS2)(=O)=O)CC2=CC=NC=C2 (3,4-Dihydro-4-hydroxy-2-(4-pyridinyl)methyl-2H-thieno[3,2-e]-1,2-thiazine 1,1-dioxide). The yield is 84.8%. As a reaction SMILES: [OH:1][CH:2]1[C:7]2[CH:8]=[CH:9][S:10][C:6]=2[S:5](=[O:12])(=[O:11])[NH:4][CH2:3]1.[H-].[Na+].[N:15]1[CH:20]=[CH:19][C:18]([CH2:21]Cl)=[CH:17][CH:16]=1>CN(C=O)C>[OH:1][CH:2]1[C:7]2[CH:8]=[CH:9][S:10][C:6]=2[S:5](=[O:12])(=[O:11])[N:4]([CH2:21][C:18]2[CH:19]=[CH:20][N:15]=[CH:16][CH:17]=2)[CH2:3]1 |f:1.2|. Procedure details: The product from Step C of Example 2 (4.0 g, 19.5 mmol) was dissolved in anhydrous DMF (20 mL) and cooled to -10° C. and sodium hydride (21.5 mmol) was added. After stirring for 40 min at room temperature, a solution of 4-picolyl chloride (3.7 g, 29.2 mmol) in DMF (15 mL) was added to the chilled (0° C.) reaction mixture. The mixture was allowed to warm to room temperature and stir for 18 h. The solution was concentrated and the residue was suspended in saturated sodium bicarbonate (50 mL) and t... Reactants: C1(=CC=CC=C1)P(C1=CC=CC=C1)C1=CC=CC=C1 (triphenylphosphine), BrN1C(CCC1=O)=O (N-bromosuccinimide), FC1=C(C=CC(=C1)F)CCCO (3-(2,4-difluorophenyl)-1-propanol). Yields the product BrCCCC1=C(C=C(C=C1)F)F (1-(3-bromopropyl)-2,4-difluorobenzene). Isolated yield 80.3%. Conditions: time 1 hour. Procedure details: Compound 65-2 (940 mg) was dissolved in methylene chloride (10 ml), triphenylphosphine (1.58 g) and N-bromosuccinimide (1.07 g) were added under ice-cooling, and the mixture was stirred under ice-cooling for 1 hr, and at room temperature for 1 hr. The reaction mixture was washed with water and saturated brine, and dried over anhydrous magnesium sulfate. The solvent was evaporated under reduced pressure. Diethyl ether (50 ml) was added, and the precipitated triphenylphosphine oxide was filtered o... Reaction SMILES: [F:1][C:2]1[CH:7]=[C:6]([F:8])[CH:5]=[CH:4][C:3]=1[CH2:9][CH2:10][CH2:11]O.C1(P(C2C=CC=CC=2)C2C=CC=CC=2)C=CC=CC=1.[Br:32]N1C(=O)CCC1=O>C(Cl)Cl>[Br:32][CH2:11][CH2:10][CH2:9][C:3]1[CH:4]=[CH:5][C:6]([F:8])=[CH:7][C:2]=1[F:1]. The solvent is C(Cl)Cl (methylene chloride).